Dataset: the Open Reaction Database (ORD), a public repository of structured organic reaction records. Task: describe an organic reaction: reactants, conditions, products, and yield The reactants are FC1=C(C=C(C=C1)[N+](=O)[O-])C1(N=C(C(S(C1CCO)(=O)=O)(C)C)NC(OC(C)(C)C)=O)C (tert-butyl ((5RS,6RS)-5-(2-fluoro-5-nitrophenyl)-6-(2-hydroxyethyl)-2,2,5-trimethyl-1,1-dioxido-5,6-dihydro-2H-1,4-thiazin-3-yl)carbamate), CN(C)C=O (DMF). Solvent: C1CCOC1 (THF). Run at time 10 minute. Yields the product CC1(C(=NC2(C(S1(=O)=O)CCOC1=C2C=C(C=C1)[N+](=O)[O-])C)NC(OC(C)(C)C)=O)C (tert-butyl ((4aRS,11bRS)-3,3,11b-trimethyl-10-nitro-4,4-dioxido-4a,5,6,11b-tetrahydro-3H-benzo[6,7]oxepino[4,5-b][1,4]thiazin-2-yl)carbamate). Isolated yield 87.4%. RXN SMILES: F[C:2]1[CH:7]=[CH:6][C:5]([N+:8]([O-:10])=[O:9])=[CH:4][C:3]=1[C:11]1([CH3:32])[CH:16]([CH2:17][CH2:18][OH:19])[S:15](=[O:21])(=[O:20])[C:14]([CH3:23])([CH3:22])[C:13]([NH:24][C:25](=[O:31])[O:26][C:27]([CH3:30])([CH3:29])[CH3:28])=[N:12]1.CN(C=O)C>C1COCC1>[CH3:23][C:14]1([CH3:22])[S:15](=[O:20])(=[O:21])[CH:16]2[CH2:17][CH2:18][O:19][C:2]3[CH:7]=[CH:6][C:5]([N+:8]([O-:10])=[O:9])=[CH:4][C:3]=3[C:11]2([CH3:32])[N:12]=[C:13]1[NH:24][C:25](=[O:31])[O:26][C:27]([CH3:29])([CH3:28])[CH3:30]. Procedure: To a solution of tert-butyl ((5RS,6RS)-5-(2-fluoro-5-nitrophenyl)-6-(2-hydroxyethyl)-2,2,5-trimethyl-1,1-dioxido-5,6-dihydro-2H-1,4-thiazin-3-yl)carbamate (120 mg, 0.253 mmol) in the mixture of THF (2 ml) and DMF (0.2 ml) sodium hydride (60% dispersion in mineral oil) (25.3 mg, 0.634 mmol) was added and the mixture was stirred for 10 min at RT. The reaction mixture was quenched with saturated NH4Cl solution and extracted with EtOAc. The organic layer was washed with brine and concentrated. The r... Starting materials: FC1=C(C=CC(=C1)F)C1=NC(=NC=N1)NC1=CC(=CC=C1)CS(=O)(=O)C (4-(2,4-difluorophenyl)-N-{3-[(methylsulfonyl)methyl]phenyl}-1,3,5-triazin-2-amine), intermediate 42.1, C(CCCCC)O (hexan-1-ol). Yields the product FC1=CC(=C(C=C1)C1=NC(=NC=N1)NC1=CC(=CC=C1)CS(=O)(=O)C)OCCCCCC (4-[4-Fluoro-2-(hexyloxy)phenyl]-N-{3-[(methylsulfonyl)methyl]phenyl}-1,3,5-triazin-2-amine). Reaction SMILES: F[C:2]1[CH:7]=[C:6]([F:8])[CH:5]=[CH:4][C:3]=1[C:9]1[N:14]=[CH:13][N:12]=[C:11]([NH:15][C:16]2[CH:21]=[CH:20][CH:19]=[C:18]([CH2:22][S:23]([CH3:26])(=[O:25])=[O:24])[CH:17]=2)[N:10]=1.[CH2:27]([OH:33])[CH2:28][CH2:29][CH2:30][CH2:31][CH3:32]>>[F:8][C:6]1[CH:5]=[CH:4][C:3]([C:9]2[N:14]=[CH:13][N:12]=[C:11]([NH:15][C:16]3[CH:21]=[CH:20][CH:19]=[C:18]([CH2:22][S:23]([CH3:26])(=[O:25])=[O:24])[CH:17]=3)[N:10]=2)=[C:2]([O:33][CH2:27][CH2:28][CH2:29][CH2:30][CH2:31][CH3:32])[CH:7]=1. Reported procedure: Starting with 4-(2,4-difluorophenyl)-N-{3-[(methylsulfonyl)methyl]phenyl}-1,3,5-triazin-2-amine (75 mg; 0.19 mmol), intermediate 42.1, and hexan-1-ol (100 μl; 0.781 mmol), example 46 was prepared analogously to the procedure for the preparation of example 42. Reactants: C=CCNc1ccccc1CC(=O)[O-], CCO, [Na+], O, CCOC(=O)C(C)OS(=O)(=O)c1ccc(C)cc1. The product is C=CCNc1ccccc1CC(=O)OC(C)C(=O)OCC. As a reaction SMILES: [CH2:1]([CH:2]=[CH2:3])[NH:4][c:5]1[c:6]([CH2:11][C:12](=[O:13])[O-:14])[cH:7][cH:8][cH:9][cH:10]1.[CH3:16][CH2:17][OH:18].[Na+:15].[OH2:37].[S:19]([O:20][CH:30]([C:31](=[O:32])[O:33][CH2:34][CH3:35])[CH3:36])([c:21]1[cH:22][cH:23][c:24]([CH3:25])[cH:26][cH:27]1)(=[O:28])=[O:29]>>[CH2:1]([CH:2]=[CH2:3])[NH:4][c:5]1[c:6]([CH2:11][C:12](=[O:13])[O:14][CH:30]([C:31](=[O:32])[O:33][CH2:34][CH3:35])[CH3:36])[cH:7][cH:8][cH:9][cH:10]1. Solvent: C(C)#N (acetonitrile), O (water). Reaction SMILES: Cl.Cl.[C:3]1([C:15]2[CH:20]=[CH:19][CH:18]=[CH:17][CH:16]=2)[CH:8]=[CH:7][CH:6]=[C:5]([N:9]2[CH2:14][CH2:13][NH:12][CH2:11][CH2:10]2)[CH:4]=1.[F:21][C:22]([F:46])([F:45])[CH2:23][NH:24][C:25]([C:27]1([CH2:40][CH2:41][CH2:42][CH2:43]Br)[C:39]2[CH:38]=[CH:37][CH:36]=[CH:35][C:34]=2[C:33]2[C:28]1=[CH:29][CH:30]=[CH:31][CH:32]=2)=[O:26].C(=O)([O-])[O-].[K+].[K+]>C(#N)C.O>[F:21][C:22]([F:45])([F:46])[CH2:23][NH:24][C:25]([C:27]1([CH2:40][CH2:41][CH2:42][CH2:43][N:12]2[CH2:11][CH2:10][N:9]([C:5]3[CH:4]=[C:3]([C:15]4[CH:16]=[CH:17][CH:18]=[CH:19][CH:20]=4)[CH:8]=[CH:7][CH:6]=3)[CH2:14][CH2:13]2)[C:39]2[CH:38]=[CH:37][CH:36]=[CH:35][C:34]=2[C:33]2[C:28]1=[CH:29][CH:30]=[CH:31][CH:32]=2)=[O:26] |f:0.1.2,4.5.6|. Reactants: Cl.Cl.C1(=CC(=CC=C1)N1CCNCC1)C1=CC=CC=C1 (1-biphenyl-3-yl-piperazine-dihydrochloride), FC(CNC(=O)C1(C2=CC=CC=C2C=2C=CC=CC12)CCCCBr)(F)F (9-(4-bromo-butyl)-9H-fluorene-9-carboxylic acid-(2,2,2-trifluoroethyl)-amide), C([O-])([O-])=O.[K+].[K+] (potassium carbonate). Run at temperature 60 celsius, time 24 hour. Reported procedure: A suspension of 0.2 g (0.643 mmol) of 1-biphenyl-3-yl-piperazine-dihydrochloride, 0.256 g (0.6 mmol) of 9-(4-bromo-butyl)-9H-fluorene-9-carboxylic acid-(2,2,2-trifluoroethyl)-amide and 0.1 g potassium carbonate in 20 ml of acetonitrile and 0.1 ml of water is stirred for 24 hours at 60° C. The reaction mixture is poured onto water, extracted with ethyl acetate and dried over sodium sulphate. Purification is by column chromatography on silica gel (eluant: dichloromethane/ethanol=30:1). Product: FC(CNC(=O)C1(C2=CC=CC=C2C=2C=CC=CC12)CCCCN1CCN(CC1)C=1C=C(C=CC1)C1=CC=CC=C1)(F)F (9-[4-(4-biphenyl-3-yl-piperazin-1-yl)-butyl]-9H-fluorene-9-carboxylic acid-(2,2,2-trifluoroethyl)-amide). Reactants: COC(=O)C=1SC(=CC1NC(C(F)(F)F)=O)C(=O)C1CCOCC1 (5-(Tetrahydropyran-4-carbonyl)-3-(2,2,2-trifluoroacetylamino)thiophene-2-carboxylic acid methyl ester), C([O-])([O-])=O.[K+].[K+] (potassium carbonate). Product: COC(=O)C=1SC(=CC1N)C(=O)C1CCOCC1 (3-Amino-5-(tetrahydropyran-4-carbonyl)thiophene-2-carboxylic acid methyl ester). As a reaction SMILES: [CH3:1][O:2][C:3]([C:5]1[S:6][C:7]([C:17]([CH:19]2[CH2:24][CH2:23][O:22][CH2:21][CH2:20]2)=[O:18])=[CH:8][C:9]=1[NH:10]C(=O)C(F)(F)F)=[O:4].C(=O)([O-])[O-].[K+].[K+]>>[CH3:1][O:2][C:3]([C:5]1[S:6][C:7]([C:17]([CH:19]2[CH2:24][CH2:23][O:22][CH2:21][CH2:20]2)=[O:18])=[CH:8][C:9]=1[NH2:10])=[O:4] |f:1.2.3|. Reported procedure: 5-(Tetrahydropyran-4-carbonyl)-3-(2,2,2-trifluoroacetylamino)thiophene-2-carboxylic acid methyl ester and potassium carbonate were reacted by method X. The product with the molecular weight of 269.32 (C12H15NO4S) was obtained in this way; MS (ESI): 270 (M+H+). Reactants: FC1=CC=CC2=C1NC(N(CC2)C2CCNCC2)=O (9-fluoro-3-piperidin-4-yl-1,3,4,5-tetrahydro-benzo[d][1,3]diazepin-2-one), ClC1=CC(=NC=N1)C(=O)C1=CC2=C(N(C(O2)=O)C)C(=C1)C (6-(6-chloropyrimidine-4-carbonyl)-3,4-dimethyl-3H-benzoxazol-2-one), CCN(C(C)C)C(C)C (DIPEA). Solvent: CN(C)C=O (DMF), CO (MeOH). Conditions: time 2 hour. The product is CN1C(OC2=C1C(=CC(=C2)C(=O)C2=CC(=NC=N2)N2CCC(CC2)N2C(NC1=C(CC2)C=CC=C1F)=O)C)=O (3-{1-[6-(3,4-dimethyl-2-oxo-2,3-dihydro-benzoxazole-6-carbonyl)-pyrimidin-4-yl]-piperidin-4-yl}-9-fluoro-1,3,4,5-tetrahydro-benzo[d][1,3]diazepin-2-one). Reaction SMILES: [F:1][C:2]1[C:7]2[NH:8][C:9](=[O:19])[N:10]([CH:13]3[CH2:18][CH2:17][NH:16][CH2:15][CH2:14]3)[CH2:11][CH2:12][C:6]=2[CH:5]=[CH:4][CH:3]=1.Cl[C:21]1[N:26]=[CH:25][N:24]=[C:23]([C:27]([C:29]2[CH:39]=[C:38]([CH3:40])[C:32]3[N:33]([CH3:37])[C:34](=[O:36])[O:35][C:31]=3[CH:30]=2)=[O:28])[CH:22]=1.CCN(C(C)C)C(C)C>CN(C=O)C.CO>[CH3:37][N:33]1[C:32]2[C:38]([CH3:40])=[CH:39][C:29]([C:27]([C:23]3[N:24]=[CH:25][N:26]=[C:21]([N:16]4[CH2:15][CH2:14][CH:13]([N:10]5[CH2:11][CH2:12][C:6]6[CH:5]=[CH:4][CH:3]=[C:2]([F:1])[C:7]=6[NH:8][C:9]5=[O:19])[CH2:18][CH2:17]4)[CH:22]=3)=[O:28])=[CH:30][C:31]=2[O:35][C:34]1=[O:36]. Procedure: 61 mg (0.23 mmol) 9-fluoro-3-piperidin-4-yl-1,3,4,5-tetrahydro-benzo[d][1,3]diazepin-2-one, 70 mg (0.23 mmol) 6-(6-chloropyrimidine-4-carbonyl)-3,4-dimethyl-3H-benzoxazol-2-one and 0.080 mL (0.46 mmol) DIPEA were combined in 2 mL DMF and stirred for 2 h at RT. Then the reaction mixture was diluted with MeOH, the precipitate formed was suction filtered, washed with MeOH and diethyl ether and dried.